Dataset: the Open Reaction Database (ORD), a public repository of structured organic reaction records. Task: describe an organic reaction: reactants, conditions, products, and yield Starting materials: IC1=CC(=C(S1)C=O)C=O (5-Iodo-2,3-thiophenedicarboxaldehyde), C1(CCC(CC1)=O)=O (1,4-cyclohexandione), [OH-].[K+] (KOH). Run in IMS. Reaction conditions: temperature 20 celsius. Yields the product IC1=CC2=C(S1)C=C1C(C(C3=CC4=C(SC(=C4)I)C=C3C1=O)=O)=C2 (2,8-diiodo-anthra[2,3-b:7,6-b′]dithiophene-5,11-dione). The yield is 86.6%. Reaction SMILES: [I:1][C:2]1[S:6][C:5]([CH:7]=O)=[C:4]([CH:9]=O)[CH:3]=1.[C:11]1(=[O:18])[CH2:16][CH2:15][C:14](=[O:17])[CH2:13][CH2:12]1.[OH-].[K+]>>[I:1][C:2]1[S:6][C:5]2[CH:7]=[C:15]3[C:14](=[O:17])[C:13]4[C:12](=[CH:9][C:4]5[CH:3]=[C:2]([I:1])[S:6][C:5]=5[CH:7]=4)[C:11](=[O:18])[C:16]3=[CH:9][C:4]=2[CH:3]=1 |f:2.3|. Reported procedure: 5-Iodo-2,3-thiophenedicarboxaldehyde (20.00 g, 75.15 mmol) and 1,4-cyclohexandione (4.25 g, 37.12 mmol) were dissoved in IMS (industrial methylated spirits) (600 cm3) by warming and stirring, and then cooled to 20° C. with a water bath. 5% KOH solution (7.5 cm3) was added in one portion under nitrogen with vigorous stirring. The reaction mixture was stirred at 20° C. for 30 minutes and the precipitate formed was collected by suction filtration, washed with IMS, water, IMS, then acetone, and drie...